From a dataset of the Open Reaction Database (ORD), a public repository of structured organic reaction records. describe an organic reaction: reactants, conditions, products, and yield Starting materials: C(C1=CC=CC=C1)OCCC1C(=C(C(O1)=O)OC)C1=CC=CC=C1 (5-(2-Benzyloxyethyl)-3-methoxy-4-phenyl-2(5H)furanone). The reagents and catalysts are [Pd] (palladium black). Run in CO (methanol). Yields the product COC=1C(OC(C1C1=CC=CC=C1)CCO)=O (3-methoxy-5-(2-hydroxyethyl)-4-phenyl-2(5H)-furanone). The yield is 90.4%. As a reaction SMILES: C([O:8][CH2:9][CH2:10][CH:11]1[O:15][C:14](=[O:16])[C:13]([O:17][CH3:18])=[C:12]1[C:19]1[CH:24]=[CH:23][CH:22]=[CH:21][CH:20]=1)C1C=CC=CC=1>CO.[Pd]>[CH3:18][O:17][C:13]1[C:14](=[O:16])[O:15][CH:11]([CH2:10][CH2:9][OH:8])[C:12]=1[C:19]1[CH:24]=[CH:23][CH:22]=[CH:21][CH:20]=1. Procedure details: 5-(2-Benzyloxyethyl)-3-methoxy-4-phenyl-2(5H)furanone (2.06 g) was dissolved in methanol (20 ml), and palladium black (20 mg) was added. Catalytic reduction was carried out in ordinary temperature and atmosphere. After completion of the reaction, the palladium black was filtered off and the methanol was distilled off under reduced pressure. The crude crystals thus obtained were recrystallized from chloroform to give 3-methoxy-5-(2-hydroxyethyl)-4-phenyl-2(5H)-furanone (1.345g).